From a dataset of the Open Reaction Database (ORD), a public repository of structured organic reaction records. describe an organic reaction: reactants, conditions, products, and yield Starting materials: O=C([O-])O, ClCCl, CCOCC, CCC(C)=O, COc1cc(C)c(S(=O)(=O)N2CCCC2COCC(=O)O)c(C)c1, CCOCC, C[Si](C)(C)Cl, [Na+], COc1cc(C)c(S(=O)(=O)N2CCCC2COCC(=O)N2CCC(O)(c3cccnc3)CC2)c(C)c1, OC1(c2cccnc2)CCNCC1. Yields the product Cl, COc1cc(C)c(S(=O)(=O)N2CCCC2COCC(=O)N2CCC(O)(c3cccnc3)CC2)c(C)c1. RXN SMILES: [C:38](=[O:39])([OH:40])[O-:41].[CH2:84]([Cl:85])[Cl:86].[CH2:87]([O:88][CH2:89][CH3:90])[CH3:91].[CH2:92]([C:93]([CH3:94])=[O:95])[CH3:96].[CH3:1][O:2][c:3]1[cH:4][c:5]([CH3:6])[c:7]([S:8]([N:9]2[CH2:10][CH2:11][CH2:12][CH:13]2[CH2:14][O:15][CH2:16][C:17]([OH:18])=[O:19])(=[O:20])=[O:21])[c:22]([CH3:23])[cH:24]1.[CH3:97][CH2:98][O:99][CH2:100][CH3:101].[Cl:79][Si:80]([CH3:81])([CH3:82])[CH3:83].[Na+:42].[OH:43][C:44]1([c:73]2[cH:74][n:75][cH:76][cH:77][cH:78]2)[CH2:45][CH2:46][N:47]([C:50]([CH2:51][O:52][CH2:53][CH:54]2[N:55]([S:59](=[O:60])(=[O:61])[c:62]3[c:63]([CH3:71])[cH:64][c:65]([O:69][CH3:70])[cH:66][c:67]3[CH3:68])[CH2:56][CH2:57][CH2:58]2)=[O:72])[CH2:48][CH2:49]1.[n:25]1[cH:26][cH:27][cH:28][c:29]([C:30]2([OH:31])[CH2:32][CH2:33][NH:34][CH2:35][CH2:36]2)[cH:37]1>>[ClH:79].[OH:43][C:44]1([c:73]2[cH:74][n:75][cH:76][cH:77][cH:78]2)[CH2:45][CH2:46][N:47]([C:50]([CH2:51][O:52][CH2:53][CH:54]2[N:55]([S:59](=[O:60])(=[O:61])[c:62]3[c:63]([CH3:71])[cH:64][c:65]([O:69][CH3:70])[cH:66][c:67]3[CH3:68])[CH2:56][CH2:57][CH2:58]2)=[O:72])[CH2:48][CH2:49]1. Reactants: CN(CCCc1ccc(OCCCCCc2ccccc2)cc1)CC(=O)OC(C)(C)C, ClCCl, Cl, O=C(O)C(F)(F)F. Product: CN(CCCc1ccc(OCCCCCc2ccccc2)cc1)CC(=O)O, Cl. RXN SMILES: [CH3:2][N:3]([CH2:4][C:5](=[O:6])[O:7][C:8]([CH3:9])([CH3:10])[CH3:11])[CH2:12][CH2:13][CH2:14][c:15]1[cH:16][cH:17][c:18]([O:21][CH2:22][CH2:23][CH2:24][CH2:25][CH2:26][c:27]2[cH:28][cH:29][cH:30][cH:31][cH:32]2)[cH:19][cH:20]1.[Cl:40][CH2:41][Cl:42].[ClH:1].[OH:33][C:34]([C:35]([F:36])([F:37])[F:38])=[O:39]>>[CH3:2][N:3]([CH2:4][C:5](=[O:6])[OH:7])[CH2:12][CH2:13][CH2:14][c:15]1[cH:16][cH:17][c:18]([O:21][CH2:22][CH2:23][CH2:24][CH2:25][CH2:26][c:27]2[cH:28][cH:29][cH:30][cH:31][cH:32]2)[cH:19][cH:20]1.[ClH:1]. The reactants are COc1ccccc1, CC(C)(ON=C(C(=O)NC1C(=O)N(S(=O)(=O)[O-])C1COC(N)=O)c1csc(N)n1)C(=O)OC(c1ccccc1)c1ccccc1, [Na+], O=C(O)C(F)(F)F. Yields the product CC(C)(ON=C(C(=O)NC1C(=O)N(S(=O)(=O)O)C1COC(N)=O)c1csc(N)n1)C(=O)O. Reaction SMILES: [CH3:1][O:2][c:3]1[cH:4][cH:5][cH:6][cH:7][cH:8]1.[NH2:9][c:10]1[s:11][cH:12][c:13]([C:15]([C:16](=[O:17])[NH:18][CH:19]2[C:20](=[O:32])[N:21]([S:28](=[O:29])(=[O:30])[O-:31])[CH:22]2[CH2:23][O:24][C:25]([NH2:26])=[O:27])=[N:33][O:34][C:35]([CH3:36])([C:37](=[O:38])[O:39][CH:40]([c:41]2[cH:42][cH:43][cH:44][cH:45][cH:46]2)[c:47]2[cH:48][cH:49][cH:50][cH:51][cH:52]2)[CH3:53])[n:14]1.[Na+:54].[OH:55][C:56]([C:57]([F:58])([F:59])[F:60])=[O:61]>>[NH2:9][c:10]1[s:11][cH:12][c:13]([C:15]([C:16](=[O:17])[NH:18][CH:19]2[C:20](=[O:32])[N:21]([S:28](=[O:29])(=[O:30])[OH:31])[CH:22]2[CH2:23][O:24][C:25]([NH2:26])=[O:27])=[N:33][O:34][C:35]([CH3:36])([C:37](=[O:38])[OH:39])[CH3:53])[n:14]1. Reactants: CC1=C(N=C(O1)C1=CC=CC=C1)COC=1C=C(C=CC1)/C=C/CO ((E)-3-[3-(5-methyl-2-phenyl-4-oxazolylmethoxy)-phenyl]-2-propenol). The reagents and catalysts are [O-2].[O-2].[Mn+4] (manganese dioxide). Run in ClCCl (dichloromethane). Reaction conditions: time 2 hour. Yields the product CC1=C(N=C(O1)C1=CC=CC=C1)COC=1C=C(C=CC=O)C=CC1 (3-(5-methyl-2-phenyl-4-oxazolylmethoxy)cinnamaldehyde). The yield is 96.1%. Reaction SMILES: [CH3:1][C:2]1[O:6][C:5]([C:7]2[CH:12]=[CH:11][CH:10]=[CH:9][CH:8]=2)=[N:4][C:3]=1[CH2:13][O:14][C:15]1[CH:16]=[C:17](/[CH:21]=[CH:22]/[CH2:23][OH:24])[CH:18]=[CH:19][CH:20]=1>ClCCl.[O-2].[O-2].[Mn+4]>[CH3:1][C:2]1[O:6][C:5]([C:7]2[CH:8]=[CH:9][CH:10]=[CH:11][CH:12]=2)=[N:4][C:3]=1[CH2:13][O:14][C:15]1[CH:16]=[C:17]([CH:18]=[CH:19][CH:20]=1)[CH:21]=[CH:22][CH:23]=[O:24] |f:2.3.4|. Reported procedure: Activated manganese dioxide (25.0 g) was added to a solution of (E)-3-[3-(5-methyl-2-phenyl-4-oxazolylmethoxy)-phenyl]-2-propenol (11.0 g) in dichloromethane (200 ml), and the mixture was stirred at room temperature for 2 hours. The insoluble materials were filtered off, and the filtrate was concentrated under reduced pressure to give 3-(5-methyl-2-phenyl-4-oxazolylmethoxy)cinnamaldehyde (10.5 g, 96%). This product was recrystallized from ethyl acetate-hexane. Colorless columns, mp: 103-104° C. Reactants: [H-].[Na+] (Sodium hydride), C(C)(C)(C)OC(=O)NC1=CC=C(C=C1)C(NC)=O (N-(tert-butoxycarbonyl)-4-methylcarbamoylaniline), O (water), C(C)(C)(C)OC(CBr)=O (tert-butylbromoacetate). Run in CN(C=O)C (dimethylformamide), ice water. Run at time 30 minute. Product: C(C)(C)(C)OC(=O)N(C1=CC=C(C=C1)C(NC)=O)CC(=O)OC(C)(C)C (N-(tert-butoxycarbonyl)-N-(tert-butoxycarbonylmethyl)-4-methylcarbamoylaniline). The yield is 76.9%. RXN SMILES: [H-].[Na+].[C:3]([O:7][C:8]([NH:10][C:11]1[CH:16]=[CH:15][C:14]([C:17](=[O:20])[NH:18][CH3:19])=[CH:13][CH:12]=1)=[O:9])([CH3:6])([CH3:5])[CH3:4].[C:21]([O:25][C:26](=[O:29])[CH2:27]Br)([CH3:24])([CH3:23])[CH3:22].O>CN(C)C=O>[C:3]([O:7][C:8]([N:10]([CH2:27][C:26]([O:25][C:21]([CH3:24])([CH3:23])[CH3:22])=[O:29])[C:11]1[CH:12]=[CH:13][C:14]([C:17](=[O:20])[NH:18][CH3:19])=[CH:15][CH:16]=1)=[O:9])([CH3:6])([CH3:5])[CH3:4] |f:0.1|. Procedure: Sodium hydride (60% dispersion in mineral oil, 41.9 mg) was added to a solution of N-(tert-butoxycarbonyl)-4-methylcarbamoylaniline (250 mg) in dimethylformamide (2.5 ml) in ice water bath under nitrogen and stirred for 30 minutes under same condition. To the mixture was added tert-butylbromoacetate (234 mg) and stirred at ambient temperature for 20 hours. The reaction mixture was poured into water and extracted with chloroform. The organic layer was separated, washed with brine, dried over magn... Reported procedure: A solution of 1-(5-fluoro-2-nitro-phenyl)-piperidine (98 mg, 0.43 mmol, as prepared in Example 22, step (a), 3-methylpyrazole (49.2 mg, 0.6 mmol), and NaOH (22.4 mg, 0.56 mmol) were heated in 3 mL of DMSO at 90° C. overnight. The reaction was diluted with EtOAc (50 mL), washed with water (2×50 mL), dried (Na2SO4) and concentrated in vacuo to afford 117 mg (95%) the title compound as a yellow solid. Mass spectrum (ESI, m/z): Calcd. for C15H18N4O2 287.1 (M+H), found 287.1. The yield is 95.0%. Solvent: CCOC(=O)C (EtOAc). RXN SMILES: F[C:2]1[CH:3]=[CH:4][C:5]([N+:14]([O-:16])=[O:15])=[C:6]([N:8]2[CH2:13][CH2:12][CH2:11][CH2:10][CH2:9]2)[CH:7]=1.C[C:18]1[CH:22]=[CH:21][NH:20][N:19]=1.[OH-].[Na+].[CH3:25]S(C)=O>CCOC(C)=O>[CH3:25][C:22]1[CH:18]=[N:19][N:20]([C:2]2[CH:3]=[CH:4][C:5]([N+:14]([O-:16])=[O:15])=[C:6]([N:8]3[CH2:13][CH2:12][CH2:11][CH2:10][CH2:9]3)[CH:7]=2)[CH:21]=1 |f:2.3|. Starting materials: FC=1C=CC(=C(C1)N1CCCCC1)[N+](=O)[O-] (1-(5-fluoro-2-nitro-phenyl)-piperidine), CC1=NNC=C1 (3-methylpyrazole), [OH-].[Na+] (NaOH), CS(=O)C (DMSO). Yields the product CC=1C=NN(C1)C=1C=CC(=C(C1)N1CCCCC1)[N+](=O)[O-] (1-[5-(4-Methyl-pyrazol-1-yl)-2-nitro-phenyl]-piperidine).